From a dataset of the Open Reaction Database (ORD), a public repository of structured organic reaction records. describe an organic reaction: reactants, conditions, products, and yield The reactants are 121, Cl (hydrochloric acid), [Cl-].[Na+] (sodium chloride), ClCC(CC(=O)OCC)=O (ethyl 4-chloroacetoacetate), C(C)=O (acetaldehyde), N1CCCCC1 (piperidine). The solvent is C(C)(=O)OCC (ethyl acetate), C(C)(=O)OCC (ethyl acetate). Conditions: temperature -75 celsius, time 2 hour. The product is C(C)=C(C(=O)OCC)C(CCl)=O (Ethyl 2-ethylidene-4-chloro-3-oxobutyrate). RXN SMILES: [Cl:1][CH2:2][C:3](=[O:10])[CH2:4][C:5]([O:7][CH2:8][CH3:9])=[O:6].[CH:11](=O)[CH3:12].N1CCCCC1.Cl.[Cl-].[Na+]>C(OCC)(=O)C>[CH:11](=[C:4]([C:3](=[O:10])[CH2:2][Cl:1])[C:5]([O:7][CH2:8][CH3:9])=[O:6])[CH3:12] |f:4.5|. Procedure details: 50 parts by weight of ethyl 4-chloroacetoacetate and 76 parts by volume of ethyl acetate are taken, covered with a layer of nitrogen and cooled to -75° C. 33 parts by weight of acetaldehyde are added to the cold solution and a solution of 0.43 part by volume of piperidine in 3 parts by volume of ethyl acetate is then allowed to run in over a period of 50 minutes. The solution is now warmed to 0° C. in the course of 40 minutes and is stirred at this temperature for 2 hours. After addition of 121 ... Reactants: C(C=C)N1C(N(C2=NC(=NC=C2C1=O)N1C=NC=C1)C(C)C)=O (3-allyl-7-(imidazol-1-yl)-1-isopropyl-1H-pyrimido[4,5-d]pyrimidine-2,4-dione), NC1=CC=C(C=C1)N1CCN(CC1)C (1-(4-aminophenyl)-4-methylpiperazine). Run in C(Cl)(Cl)Cl (chloroform). Conditions: temperature 180 celsius. The product is C(C=C)N1C(N(C2=NC(=NC=C2C1=O)NC1=CC=C(C=C1)N1CCN(CC1)C)C(C)C)=O (3-Allyl-1-isopropyl-7-[4-(4-methylpiperazin-1-yl)phenylamino]-1H-pyrimido[4,5-d]pyrimidine-2,4-dione). Yield: 60.0%. As a reaction SMILES: [CH2:1]([N:4]1[C:13](=[O:14])[C:12]2[C:7](=[N:8][C:9]([N:15]3[CH:19]=CN=C3)=[N:10][CH:11]=2)[N:6]([CH:20]([CH3:22])[CH3:21])[C:5]1=[O:23])[CH:2]=[CH2:3].NC1[CH:30]=[CH:29][C:28]([N:31]2[CH2:36][CH2:35][N:34]([CH3:37])[CH2:33][CH2:32]2)=[CH:27][CH:26]=1>C(Cl)(Cl)Cl>[CH2:1]([N:4]1[C:13](=[O:14])[C:12]2[C:7](=[N:8][C:9]([NH:15][C:19]3[CH:30]=[CH:29][C:28]([N:31]4[CH2:36][CH2:35][N:34]([CH3:37])[CH2:33][CH2:32]4)=[CH:27][CH:26]=3)=[N:10][CH:11]=2)[N:6]([CH:20]([CH3:22])[CH3:21])[C:5]1=[O:23])[CH:2]=[CH2:3]. Procedure: A mixture of 300 mg (0.96 mmol) of 3-allyl-7-(imidazol-1-yl)-1-isopropyl-1H-pyrimido[4,5-d]pyrimidine-2,4-dione and 551 mg (2.88 mmol) of 1-(4-aminophenyl)-4-methylpiperazine is heated at 180° C. for 2 hours. The reaction mixture is cooled, dissolved into chloroform, and chromatographed on silica eluting with 4:96 methanol/chloroform. The resulting material is crystallized from methanol/water to give 251 mg (60%) of the title compound: mp 176-177° C.